This data is from the Open Reaction Database (ORD), a public repository of structured organic reaction records. The task is: describe an organic reaction: reactants, conditions, products, and yield Reactants: N1=C(NC=2C=NC=CC21)C2=CC=CC=1C(C=3N(C21)C=CC3)N (5-(3H-imidazo[4,5-c]pyridin-2-yl)-9H-pyrrolo[1,2-a]indol-9-ylamine), ON1N=NC2=C1C=CC=C2 (1-hydroxybenzotriazole), ClC=1C=C(C2=C(N1)NC=C2)C(=O)O (6-chloro-1H-pyrrolo[2,3-b]pyridine-4-carboxylic acid), Cl.CN(CCCN=C=NCC)C (N-(3-dimethylaminopropyl)-N′-ethylcarbodiimide hydrochloride). Run in CN(C=O)C (dimethylformamide). Conditions: time 3 hour. The product is N1=C(NC=2C=NC=CC21)C2=CC=CC=1C(C=3N(C21)C=CC3)NC(=O)C=3C2=C(N=C(C3)Cl)NC=C2 (6-chloro-1H-pyrrolo[2,3-b]pyridine-4-carboxylic acid [5-(3H-imidazo[4,5-c]pyridin-2-yl)-9H-pyrrolo[1,2-a]indol-9-yl]amide). Yield: 9.8%. Reaction SMILES: [N:1]1[C:9]2[CH:8]=[CH:7][N:6]=[CH:5][C:4]=2[NH:3][C:2]=1[C:10]1[C:18]2[N:17]3[CH:19]=[CH:20][CH:21]=[C:16]3[CH:15]([NH2:22])[C:14]=2[CH:13]=[CH:12][CH:11]=1.[Cl:23][C:24]1[CH:25]=[C:26]([C:33](O)=[O:34])[C:27]2[CH:32]=[CH:31][NH:30][C:28]=2[N:29]=1.Cl.CN(C)CCCN=C=NCC.ON1C2C=CC=CC=2N=N1>CN(C)C=O>[N:1]1[C:9]2[CH:8]=[CH:7][N:6]=[CH:5][C:4]=2[NH:3][C:2]=1[C:10]1[C:18]2[N:17]3[CH:19]=[CH:20][CH:21]=[C:16]3[CH:15]([NH:22][C:33]([C:26]3[C:27]4[CH:32]=[CH:31][NH:30][C:28]=4[N:29]=[C:24]([Cl:23])[CH:25]=3)=[O:34])[C:14]=2[CH:13]=[CH:12][CH:11]=1 |f:2.3|. Procedure details: In a 100 ml round-bottomed flask, a mixture of 69 mg of 5-(3H-imidazo[4,5-c]pyridin-2-yl)-9H-pyrrolo[1,2-a]indol-9-ylamine obtained according to stage 4 of Example 3, 48 mg of 6-chloro-1H-pyrrolo[2,3-b]pyridine-4-carboxylic acid obtained according to the preceding stage, 51 mg of N-(3-dimethylaminopropyl)-N′-ethylcarbodiimide hydrochloride (EDCI) and 36 mg of 1-hydroxybenzotriazole (HOBt) in 5 ml of dimethylformamide is stirred for 3 hours under argon at ambient temperature. The reaction medium ... The reactants are O=C([O-])[O-], CC#N, [K+], [K+], C=C(CO)C(=O)OCC, c1cn[nH]c1. Product: C=C(Cn1cccn1)C(=O)OCC. RXN SMILES: [C:15](=[O:16])([O-:17])[O-:18].[CH3:21][C:22]#[N:23].[K+:19].[K+:20].[OH:1][CH2:2][C:3]([C:4](=[O:5])[O:6][CH2:7][CH3:8])=[CH2:9].[nH:10]1[n:11][cH:12][cH:13][cH:14]1>>[CH2:2]([C:3]([C:4](=[O:5])[O:6][CH2:7][CH3:8])=[CH2:9])[n:10]1[n:11][cH:12][cH:13][cH:14]1. Starting materials: C1(CC1)C(CCCC1=CC(=C(C=C1)F)OC1=CC=CC=C1)C1=CC=C(C=C1)Cl (1-cyclopropyl-1-(4-chlorophenyl)-4-(4-fluoro-3-phenoxyphenyl)butane), BrN1C(CCC1=O)=O (N-bromosuccinimide). Run in C(Cl)(Cl)(Cl)Cl (carbon tetrachloride). Product: C1(CC1)C(CCC(C1=CC(=C(C=C1)F)OC1=CC=CC=C1)Br)C1=CC=C(C=C1)Cl (1-cyclopropyl-1-(4-chlorophenyl)-4-bromo-4-(4-fluoro-3-phenoxyphenyl)butane). The yield is 88.6%. As a reaction SMILES: [CH:1]1([CH:4]([C:22]2[CH:27]=[CH:26][C:25]([Cl:28])=[CH:24][CH:23]=2)[CH2:5][CH2:6][CH2:7][C:8]2[CH:13]=[CH:12][C:11]([F:14])=[C:10]([O:15][C:16]3[CH:21]=[CH:20][CH:19]=[CH:18][CH:17]=3)[CH:9]=2)[CH2:3][CH2:2]1.[Br:29]N1C(=O)CCC1=O>C(Cl)(Cl)(Cl)Cl>[CH:1]1([CH:4]([C:22]2[CH:27]=[CH:26][C:25]([Cl:28])=[CH:24][CH:23]=2)[CH2:5][CH2:6][CH:7]([Br:29])[C:8]2[CH:13]=[CH:12][C:11]([F:14])=[C:10]([O:15][C:16]3[CH:21]=[CH:20][CH:19]=[CH:18][CH:17]=3)[CH:9]=2)[CH2:3][CH2:2]1. Procedure details: A stirred solution of 2.0 grams (0.005 mole of 1-cyclopropyl-1-(4-chlorophenyl)-4-(4-fluoro-3-phenoxyphenyl)butane and 0.9 gram (0.005 mole) of N-bromosuccinimide in 50 mL of carbon tetrachloride was irradiated for 2 hours with a sun lamp. The reaction mixture was cooled and filtered. The filtrate was concentrated under reduced pressure, yielding 2.1 grams of 1-cyclopropyl-1-(4-chlorophenyl)-4-bromo-4-(4-fluoro-3-phenoxyphenyl)butane. The nmr spectrum was consistent with the proposed structure. The reagents and catalysts are [Pd] (palladium on carbon). Procedure: Methyl 4-acetamido-3-nitrophenylacetate (40 g, 0.159 mol)) was dissolved in methanol (400 ml) and hydrogenated at 5 bar over a 5% palladium on carbon catalyst. The catalyst was removed by filtration and the filtrate evaporated in vacuo to give methyl 4-acetamido-3-aminophenylacetate. The product is C(C)(=O)NC1=C(C=C(C=C1)CC(=O)OC)N (methyl 4-acetamido-3-aminophenylacetate). The reactants are C(C)(=O)NC1=C(C=C(C=C1)CC(=O)OC)[N+](=O)[O-] (Methyl 4-acetamido-3-nitrophenylacetate). The solvent is CO (methanol). RXN SMILES: [C:1]([NH:4][C:5]1[CH:10]=[CH:9][C:8]([CH2:11][C:12]([O:14][CH3:15])=[O:13])=[CH:7][C:6]=1[N+:16]([O-])=O)(=[O:3])[CH3:2]>CO.[Pd]>[C:1]([NH:4][C:5]1[CH:10]=[CH:9][C:8]([CH2:11][C:12]([O:14][CH3:15])=[O:13])=[CH:7][C:6]=1[NH2:16])(=[O:3])[CH3:2].